From a dataset of the Open Reaction Database (ORD), a public repository of structured organic reaction records. describe an organic reaction: reactants, conditions, products, and yield Starting materials: O=C1CCC1, CC(=O)O[BH-](OC(C)=O)OC(C)=O, ClCCl, [Na+], COc1cc(C(=O)N(Cc2cc3ccccc3cn2)CC2CCCN2)cc2c1OC(C)(C)O2. The product is COc1cc(C(=O)N(Cc2cc3ccccc3cn2)CC2CCCN2C2CCC2)cc2c1OC(C)(C)O2. As a reaction SMILES: [C:34]1(=[O:38])[CH2:35][CH2:36][CH2:37]1.[C:39]([O:40][BH-:41]([O:42][C:43](=[O:44])[CH3:45])[O:46][C:47](=[O:48])[CH3:49])(=[O:50])[CH3:51].[Cl:53][CH2:54][Cl:55].[Na+:52].[cH:1]1[n:2][c:3]([CH2:11][N:12]([C:13](=[O:14])[c:15]2[cH:16][c:17]3[c:18]([c:24]([O:26][CH3:27])[cH:25]2)[O:19][C:20]([CH3:22])([CH3:23])[O:21]3)[CH2:28][CH:29]2[NH:30][CH2:31][CH2:32][CH2:33]2)[cH:4][c:5]2[cH:6][cH:7][cH:8][cH:9][c:10]12>>[cH:1]1[n:2][c:3]([CH2:11][N:12]([C:13](=[O:14])[c:15]2[cH:16][c:17]3[c:18]([c:24]([O:26][CH3:27])[cH:25]2)[O:19][C:20]([CH3:22])([CH3:23])[O:21]3)[CH2:28][CH:29]2[N:30]([CH:34]3[CH2:35][CH2:36][CH2:37]3)[CH2:31][CH2:32][CH2:33]2)[cH:4][c:5]2[cH:6][cH:7][cH:8][cH:9][c:10]12. Reactants: ClC=1C=2C=3C[C@@H](CCC3SC2N=CN1)CCO (2-[(12R)-3-chloro-8-thia-4,6-diazatricyclo[7.4.0.0[2,7]]trideca-1(9),2(7),3,5-tetraen-12-yl]ethan-1-ol), CC(C)(C)[Si](C)(C)Cl (TBSCl), N1C=NC=C1 (imidazole). The solvent is CN(C)C=O (DMF). Reaction conditions: time 1 hour. Yields the product [Si](C)(C)(C(C)(C)C)OCC[C@@H]1CCC=2SC=3N=CN=C(C3C2C1)Cl ((12R)-12-[2-[(tert-butyldimethylsilyl)oxy]ethyl]-3-chloro-8-thia-4,6-diazatricyclo[7.4.0.0[2,7]]trideca-1(9),2(7),3,5-tetraene). Isolated yield 97.9%. Reaction SMILES: [Cl:1][C:2]1[C:3]2[C:4]3[CH2:5][C@H:6]([CH2:15][CH2:16][OH:17])[CH2:7][CH2:8][C:9]=3[S:10][C:11]=2[N:12]=[CH:13][N:14]=1.[CH3:18][C:19]([Si:22](Cl)([CH3:24])[CH3:23])([CH3:21])[CH3:20].N1C=CN=C1>CN(C=O)C>[Si:22]([O:17][CH2:16][CH2:15][C@H:6]1[CH2:5][C:4]2[C:3]3[C:2]([Cl:1])=[N:14][CH:13]=[N:12][C:11]=3[S:10][C:9]=2[CH2:8][CH2:7]1)([C:19]([CH3:21])([CH3:20])[CH3:18])([CH3:24])[CH3:23]. Procedure: A solution of 2-[(12R)-3-chloro-8-thia-4,6-diazatricyclo[7.4.0.0[2,7]]trideca-1(9),2(7),3,5-tetraen-12-yl]ethan-1-ol (300 mg, 1.12 mmol, 1.00 equiv) in 5 mL of distilled DMF was added TBSCl (252 mg, 1.50 equiv) and imidazole (137 mg, 2.01 mmol, 1.80 equiv) at room temperature under nitrogen. The resulting solution was stirred for 1 h at ambient temperature and then quenched water, extracted with 3×50 mL of ethyl acetate. The combined organic layers were washed with brine, dried over anhydrous so... The reactants are C(C)OC(=O)C1=NNC(=C1)C(C)=O (5-acetylpyrazole-3-carboxylic acid ethyl ester), O1CCCC1 (tetrahydrofuran), [Br-].[Br-].[Br-].C1(=CC=CC=C1)[N+](C)(C)C.C1(=CC=CC=C1)[N+](C)(C)C.C1(=CC=CC=C1)[N+](C)(C)C (phenyltrimethylammonium tribromide). Run in O (water). Reaction conditions: time 1 hour. Product: C(C)OC(=O)C1=NNC(=C1)C(CBr)=O (5-(2-bromoacetyl)pyrazole-3-carboxylic acid ethyl ester). The yield is 145.7%. Reaction SMILES: [CH2:1]([O:3][C:4]([C:6]1[CH:10]=[C:9]([C:11](=[O:13])[CH3:12])[NH:8][N:7]=1)=[O:5])[CH3:2].O1CCCC1.[Br-:19].[Br-].[Br-].C1([N+](C)(C)C)C=CC=CC=1.C1([N+](C)(C)C)C=CC=CC=1.C1([N+](C)(C)C)C=CC=CC=1>O>[CH2:1]([O:3][C:4]([C:6]1[CH:10]=[C:9]([C:11](=[O:13])[CH2:12][Br:19])[NH:8][N:7]=1)=[O:5])[CH3:2] |f:2.3.4.5.6.7|. Reported procedure: A 100ml flask was charged with 27.8 g of 5-acetylpyrazole-3-carboxylic acid ethyl ester and 40 ml of tetrahydrofuran. To this mixture, 56.4 g of phenyltrimethylammonium tribromide were added. The resulting red mixture was stirred at room temperature for 1 hour and poured into 600 ml of water. The resulting mixture was filtered and the solids were washed with more water. The solids were collected, air-dried and recrystallized from 1:1 mixture of disopropyl ether and hexanes (300ml) to afford 33.1... Reactants: N#Cc1ccccc1N1CCC(NCCNC(=O)N2C(=O)OCC2c2ccc(F)c(F)c2)CC1, O=C([O-])[O-], CC#N, ClCCl, [Cs+], [Cs+], FC(F)(F)CI, O. Yields the product N#Cc1ccccc1N1CCC(N(CCNC(=O)N2C(=O)OCC2c2ccc(F)c(F)c2)CC(F)(F)F)CC1. As a reaction SMILES: [C:1](#[N:2])[c:3]1[c:4]([N:9]2[CH2:10][CH2:11][CH:12]([NH:15][CH2:16][CH2:17][NH:18][C:19](=[O:20])[N:21]3[C:22](=[O:34])[O:23][CH2:24][CH:25]3[c:26]3[cH:27][c:28]([F:33])[c:29]([F:32])[cH:30][cH:31]3)[CH2:13][CH2:14]2)[cH:5][cH:6][cH:7][cH:8]1.[C:35](=[O:36])([O-:37])[O-:38].[CH3:47][C:48]#[N:49].[Cl:50][CH2:51][Cl:52].[Cs+:39].[Cs+:40].[F:41][C:42]([CH2:43][I:44])([F:45])[F:46].[OH2:53]>>[C:1](#[N:2])[c:3]1[c:4]([N:9]2[CH2:10][CH2:11][CH:12]([N:15]([CH2:16][CH2:17][NH:18][C:19](=[O:20])[N:21]3[C:22](=[O:34])[O:23][CH2:24][CH:25]3[c:26]3[cH:27][c:28]([F:33])[c:29]([F:32])[cH:30][cH:31]3)[CH2:43][C:42]([F:41])([F:45])[F:46])[CH2:13][CH2:14]2)[cH:5][cH:6][cH:7][cH:8]1.